Dataset: the Open Reaction Database (ORD), a public repository of structured organic reaction records. Task: describe an organic reaction: reactants, conditions, products, and yield The reactants are [BH4-].[Na+] (sodium borohydride), ClC1=CC=C(C=C1)SCC(C(C)(C)C)=O (1-(p-chlorophenylthio)-3,3-dimethyl-2-butanone). Solvent: CO (methanol). Product: ClC1=CC=C(C=C1)SCC(C(C)(C)C)O (1-(p-chlorophenylthio)-3,3-dimethyl-2-butanol). Yield: 98.0%. RXN SMILES: [BH4-].[Na+].[Cl:3][C:4]1[CH:9]=[CH:8][C:7]([S:10][CH2:11][C:12](=[O:17])[C:13]([CH3:16])([CH3:15])[CH3:14])=[CH:6][CH:5]=1>CO>[Cl:3][C:4]1[CH:5]=[CH:6][C:7]([S:10][CH2:11][CH:12]([OH:17])[C:13]([CH3:15])([CH3:14])[CH3:16])=[CH:8][CH:9]=1 |f:0.1|. Procedure details: A 0.4 g quantity of sodium borohydride was added in small portions to a solution of 2.43 g of 1-(p-chlorophenylthio)-3,3-dimethyl-2-butanone in 50 ml of methanol at a temperature of up to 10° C. with stirring. After the completion of addition, the mixture was stirred at room temperature for 30 minutes and then distilled in a vacuum to remove the methanol. The residue was subjected to extraction with ether. The extract was washed with water, then dried over anhydrous magnesium sulfate and distill... The reactants are c1ccc(CNCc2ccccc2)cc1, CCO, COc1ccc(OCC2CO2)cc1. As a reaction SMILES: [CH2:14]([c:15]1[cH:16][cH:17][cH:18][cH:19][cH:20]1)[NH:21][CH2:22][c:23]1[cH:24][cH:25][cH:26][cH:27][cH:28]1.[CH2:29]([OH:30])[CH3:31].[CH3:1][O:2][c:3]1[cH:4][cH:5][c:6]([O:9][CH2:10][CH:11]2[CH2:12][O:13]2)[cH:7][cH:8]1>>[CH3:1][O:2][c:3]1[cH:4][cH:5][c:6]([O:9][CH2:10][CH:11]([CH2:12][N:21]([CH2:14][c:15]2[cH:16][cH:17][cH:18][cH:19][cH:20]2)[CH2:22][c:23]2[cH:24][cH:25][cH:26][cH:27][cH:28]2)[OH:13])[cH:7][cH:8]1. Yields the product COc1ccc(OCC(O)CN(Cc2ccccc2)Cc2ccccc2)cc1. Starting materials: CCOC(OCC)OCC, CCCCCC, CN1CCN(c2nc3ccc(N)cc3nc2N2CCN(C)CC2)CC1, O=S(=O)(O)O. RXN SMILES: [CH2:26]([CH3:27])[O:28][CH:29]([O:30][CH2:31][CH3:32])[O:33][CH2:34][CH3:35].[CH3:41][CH2:42][CH2:43][CH2:44][CH2:45][CH3:46].[NH2:1][c:2]1[cH:3][c:4]2[n:5][c:6]([N:19]3[CH2:20][CH2:21][N:22]([CH3:25])[CH2:23][CH2:24]3)[c:7]([N:12]3[CH2:13][CH2:14][N:15]([CH3:18])[CH2:16][CH2:17]3)[n:8][c:9]2[cH:10][cH:11]1.[S:36](=[O:37])(=[O:38])([OH:39])[OH:40]>>[N:1]([c:2]1[cH:3][c:4]2[n:5][c:6]([N:19]3[CH2:20][CH2:21][N:22]([CH3:25])[CH2:23][CH2:24]3)[c:7]([N:12]3[CH2:13][CH2:14][N:15]([CH3:18])[CH2:16][CH2:17]3)[n:8][c:9]2[cH:10][cH:11]1)=[CH:29][O:28][CH2:26][CH3:27]. Yields the product CCOC=Nc1ccc2nc(N3CCN(C)CC3)c(N3CCN(C)CC3)nc2c1. The reactants are O(C1=CC=CC=C1)P(=O)(OC1=CC=CC=C1)OC=1N(CCOC1)C(=O)OC(C)(C)C (tert-butyl 5-((diphenoxyphosphoryl)oxy)-2H-1,4-oxazine-4(3H)-carboxylate), O(C1=CC=CC=C1)C1=C(C=CC=C1)B(O)O (2-phenoxyphenylboronic acid). Product: O(C1=CC=CC=C1)C1=C(C=CC=C1)C=1N(CCOC1)C(=O)OC(C)(C)C (tert-butyl 5-(2-phenoxyphenyl)-2H-1,4-oxazine-4(3H)-carboxylate). Isolated yield 25.0%. As a reaction SMILES: O(P(O[C:18]1[N:19]([C:24]([O:26][C:27]([CH3:30])([CH3:29])[CH3:28])=[O:25])[CH2:20][CH2:21][O:22][CH:23]=1)(OC1C=CC=CC=1)=O)C1C=CC=CC=1.[O:31]([C:38]1[CH:43]=[CH:42][CH:41]=[CH:40][C:39]=1B(O)O)[C:32]1[CH:37]=[CH:36][CH:35]=[CH:34][CH:33]=1>>[O:31]([C:38]1[CH:39]=[CH:40][CH:41]=[CH:42][C:43]=1[C:18]1[N:19]([C:24]([O:26][C:27]([CH3:28])([CH3:29])[CH3:30])=[O:25])[CH2:20][CH2:21][O:22][CH:23]=1)[C:32]1[CH:37]=[CH:36][CH:35]=[CH:34][CH:33]=1. Procedure: This compound was prepared from tert-butyl 5-((diphenoxyphosphoryl)oxy)-2H-1,4-oxazine-4(3H)-carboxylate and 2-phenoxyphenylboronic acid using a procedure similar to that described in Example 2 (Steps 1-3a) above. The product was isolated as a white solid (25% yield); 1H-NMR (d6-DMSO) 1.07 (9H, s), 3.09 (2H, m), 3.97 (2H, m), 6.19 (1H, s), 6.78 (2H, m), 6.97-7.04 (2H, m), 7.15-7.19 (1H, m), 7.26-7.32 (4H, m); MS ES(+) 298.0 (M+-tBu). IR λmax=1692 cm−1. The reactants are CS(=O)(=O)C1=NC=C(C=C1)S(=O)(=O)C (2,5-bis-methanesulfonyl-pyridine), NN (hydrazine), Cl (HCl). Run in C(C)O (ethanol). Yields the product Cl.N(N)C1=NC=C(C=C1)S(=O)(=O)C (2-HYDRAZINO-5-(METHANESULFONYL)PYRIDINE HYDROCHLORIDE). RXN SMILES: CS([C:5]1[CH:10]=[CH:9][C:8]([S:11]([CH3:14])(=[O:13])=[O:12])=[CH:7][N:6]=1)(=O)=O.[NH2:15][NH2:16].[ClH:17]>C(O)C>[ClH:17].[NH:15]([C:5]1[CH:10]=[CH:9][C:8]([S:11]([CH3:14])(=[O:13])=[O:12])=[CH:7][N:6]=1)[NH2:16] |f:4.5|. Procedure: The 2,5-bis-methanesulfonyl-pyridine and anhydrous hydrazine are stirred in ethanol for two hours between room temperature and reflux temperature. After cooling to room temperature the mixture is concentrated. The residual solid is washed with aqueous saturated NaHCO3 and water and collected by filtration to give a pale yellow solid. The solid is treated with 10% methanolic HCl and the precipitate is collected by filtration to give the title compound.